This data is from the Open Reaction Database (ORD), a public repository of structured organic reaction records. The task is: describe an organic reaction: reactants, conditions, products, and yield Starting materials: NC=1C=C(C(=O)O)C=CC1I (3-Amino-4-iodobenzoic acid), O=S(Cl)Cl (SOCl2), CO (MeOH). Product: NC=1C=C(C(=O)OC)C=CC1I (Methyl 3-amino-4-iodobenzoate). As a reaction SMILES: [NH2:1][C:2]1[CH:3]=[C:4]([CH:8]=[CH:9][C:10]=1[I:11])[C:5]([OH:7])=[O:6].O=S(Cl)Cl.[CH3:16]O>>[NH2:1][C:2]1[CH:3]=[C:4]([CH:8]=[CH:9][C:10]=1[I:11])[C:5]([O:7][CH3:16])=[O:6]. Procedure: 3-Amino-4-iodobenzoic acid (13.35 g, 50.8 mmol) was added to MeOH (150 mL) and SOCl2 (4.8 mL, 65.8 mmol, 1.3 equivalent) was added. The mixture was refluxed for 3 h and then volatiles were removed under reduced pressure. The residue was co-evaporated three times with MeOH and dried in vacuo (15.23 g). Product: CC(C)(C)OC(=O)N(Cc1ccccc1)C1CNC1. RXN SMILES: [C:1]([CH3:2])([CH3:3])([CH3:4])[O:5][C:6]([N:7]([CH2:8][c:9]1[cH:10][cH:11][cH:12][cH:13][cH:14]1)[CH:15]1[CH2:16][N:17]([CH:19]([c:20]2[cH:21][cH:22][cH:23][cH:24][cH:25]2)[c:26]2[cH:27][cH:28][cH:29][cH:30][cH:31]2)[CH2:18]1)=[O:32].[CH3:37][OH:38].[CH:33]([O-:34])=[O:35].[Cl:39][CH2:40][Cl:41].[NH4+:36]>>[C:1]([CH3:2])([CH3:3])([CH3:4])[O:5][C:6]([N:7]([CH2:8][c:9]1[cH:10][cH:11][cH:12][cH:13][cH:14]1)[CH:15]1[CH2:16][NH:17][CH2:18]1)=[O:32]. The reactants are CC(C)(C)OC(=O)N(Cc1ccccc1)C1CN(C(c2ccccc2)c2ccccc2)C1, CO, O=C[O-], ClCCl, [NH4+]. Starting materials: COC(C)([O-])[O-], ClCCl, [Na+], [Na+], O=C([O-])[O-], OCC(O)CO, Cc1ccc(S(=O)(=O)O)cc1. The product is COC1(C)OCC(CO)O1. Reaction SMILES: [C:18]([CH3:19])([O:20][CH3:21])([O-:22])[O-:23].[CH2:30]([Cl:31])[Cl:32].[Na+:24].[Na+:25].[O-:26][C:27](=[O:28])[O-:29].[OH:1][CH2:2][CH:3]([OH:4])[CH2:5][OH:6].[c:7]1([CH3:8])[cH:9][cH:10][c:11]([S:12]([OH:13])(=[O:14])=[O:15])[cH:16][cH:17]1>>[OH:1][CH2:2][CH:3]1[O:4][C:18]([CH3:19])([O:20][CH3:21])[O:6][CH2:5]1. Procedure: Prepared by reacting 1-acetyl-3-{1-ethoxy-1-phenylmethylidene}-5-nitro-2-indolinone with 1.2 equivalents of 5-(4-amino-benzyl)-thiazolidin-2,4-dione in DMF (120° C., 1 hour), subsequent treatment with 6.7 equivalents of piperidine (20° C., 1 hour), evaporation in vacuo and trituration with EtOH/water (1:1). Yields the product O=C1SC(C(N1)=O)CC1=CC=C(N\C(\C2=CC=CC=C2)=C\2/C(NC3=CC=C(C=C23)[N+](=O)[O-])=O)C=C1 (3-{(Z)-1-[4-((2,4-dioxo-thiazolidin-5-yl)methyl)anilino]-1-phenylmethylidene}-5-nitro-2-indolinone). The solvent is CN(C)C=O (DMF). Reaction SMILES: C([N:4]1[C:12]2[C:7](=[CH:8][C:9]([N+:13]([O-:15])=[O:14])=[CH:10][CH:11]=2)[C:6](=[C:16](OCC)[C:17]2[CH:22]=[CH:21][CH:20]=[CH:19][CH:18]=2)[C:5]1=[O:26])(=O)C.[NH2:27][C:28]1[CH:41]=[CH:40][C:31]([CH2:32][CH:33]2[S:37][C:36](=[O:38])[NH:35][C:34]2=[O:39])=[CH:30][CH:29]=1.N1CCCCC1.CCO.O>CN(C=O)C>[O:38]=[C:36]1[NH:35][C:34](=[O:39])[CH:33]([CH2:32][C:31]2[CH:30]=[CH:29][C:28]([NH:27]/[C:16](=[C:6]3\[C:5](=[O:26])[NH:4][C:12]4[C:7]\3=[CH:8][C:9]([N+:13]([O-:15])=[O:14])=[CH:10][CH:11]=4)/[C:17]3[CH:18]=[CH:19][CH:20]=[CH:21][CH:22]=3)=[CH:41][CH:40]=2)[S:37]1 |f:3.4|. Starting materials: C(C)(=O)N1C(C(C2=CC(=CC=C12)[N+](=O)[O-])=C(C1=CC=CC=C1)OCC)=O (1-acetyl-3-{1-ethoxy-1-phenylmethylidene}-5-nitro-2-indolinone), NC1=CC=C(CC2C(NC(S2)=O)=O)C=C1 (5-(4-amino-benzyl)-thiazolidin-2,4-dione), N1CCCCC1 (piperidine), CCO.O (EtOH water). The reactants are NCC(=O)C1=CC=CC=C1 (2-aminoacetophenone), C(C)(=O)OC(C)=O (acetic anhydride), ice water. Product: C(C)(=O)NCC(=O)C1=CC=CC=C1 (2-Acetylaminoacetophenone). As a reaction SMILES: [NH2:1][CH2:2][C:3]([C:5]1[CH:10]=[CH:9][CH:8]=[CH:7][CH:6]=1)=[O:4].[C:11](OC(=O)C)(=[O:13])[CH3:12]>>[C:11]([NH:1][CH2:2][C:3]([C:5]1[CH:10]=[CH:9][CH:8]=[CH:7][CH:6]=1)=[O:4])(=[O:13])[CH3:12]. Procedure: About 200 grams of 2-aminoacetophenone were added to about 350 ml. of acetic anhydride at 0° C. After warming to ambient temperature, the reaction mixture was stirred 4 hours and, upon addition of ice water, a precipitate formed which was filtered and washed with water. The precipitate was suspended in ether and washed separately with 1 l. each of 1 N sodium hydroxide, water, 1 N hydrochloric acid, and again with 1 N sodium hydroxide. The ether suspension was dried with sodium sulfate, filtered,... Starting materials: CCOC(=O)CBr, CCOC(=O)COc1ccc(C2=NC(c3ccc(Cl)cc3)C(c3ccc(Cl)cc3)N2C(=O)C(C)C)cc1, N#Cc1ccc(O)cc1. Yields the product CCOC(=O)COc1ccc(C#N)cc1. As a reaction SMILES: [Br:47][CH2:48][C:49]([O:50][CH2:51][CH3:52])=[O:53].[CH2:1]([CH3:2])[O:3][C:4]([CH2:5][O:6][c:7]1[cH:8][cH:9][c:10]([C:13]2=[N:17][CH:29]([c:30]3[cH:31][cH:32][c:33]([Cl:34])[cH:35][cH:36]3)[CH:21]([c:22]3[cH:23][cH:24][c:25]([Cl:26])[cH:27][cH:28]3)[N:14]2[C:15](=[O:16])[CH:18]([CH3:19])[CH3:20])[cH:11][cH:12]1)=[O:37].[OH:38][c:39]1[cH:40][cH:41][c:42]([C:43]#[N:44])[cH:45][cH:46]1>>[CH2:1]([CH3:2])[O:3][C:4]([CH2:5][O:6][c:7]1[cH:8][cH:9][c:10]([C:13]#[N:17])[cH:11][cH:12]1)=[O:37].